Dataset: the Open Reaction Database (ORD), a public repository of structured organic reaction records. Task: describe an organic reaction: reactants, conditions, products, and yield Starting materials: CC(=CC=O)C (3,3-dimethyl-acrolein), CC(=O)C (acetone), [O-2].[Mg+2] (magnesium oxide). Reagents/catalysts: [Mo](=O)=O (molybdenum dioxide), [O-2].[Zn+2] (zinc oxide). Product: CC(C)=CC=CC(C)=O (2-methyl-2,4-heptadien-6-one). Isolated yield 43.0%. Reaction SMILES: [CH3:1][C:2]([CH3:6])=[CH:3][CH:4]=O.[O-2].[Mg+2].[CH3:9][C:10]([CH3:12])=[O:11]>[Mo](=O)=O.[O-2].[Zn+2]>[CH3:1][C:2](=[CH:3][CH:4]=[CH:9][C:10](=[O:11])[CH3:12])[CH3:6] |f:1.2,5.6|. Procedure: 50 Parts of 3,3-dimethyl-acrolein and 100 parts of acetone are heated with 12 parts of a catalyst (which has been prepared by calcining a mixture of equimolar amounts of magnesium oxide, molybdenum dioxide and zinc oxide) for 3 hours at 180° C and a pressure of 30 atmospheres and the product is subjected to fractional distillation. 27 Parts of 2-methyl-2,4-heptadien-6-one is obtained which is equivalent to a yield of 43% of theory at a conversion of 86% based on 3,3-dimethyl-acrolein. The reactants are CCOC(=O)C (EtOAc), [Li+].[OH-] (LiOH), ClC1=CC2=C(N([C@H](CO2)CC(=O)OCC)C(=O)C=2C=CC3=C(NC(CO3)=O)C2)C=C1 ((S)-ethyl {7-chloro-4-[(3-oxo-3,4-dihydro-2H-1,4-benzoxazin-6-yl)carbonyl]-3,4-dihydro-2H-1,4-benzoxazin-3-yl}acetate), ClC1=CC2=C(N([C@H](CO2)CC(=O)OCC)C(=O)C=2C=CC3=C(NC(CO3)=O)C2)C=C1 ((S)-ethyl {7-chloro-4-[(3-oxo-3,4-dihydro-2H-1,4-benzoxazin-6-yl)carbonyl]-3,4-dihydro-2H-1,4-benzoxazin-3-yl}acetate). Run in O (water), C1CCOC1 (THF). The product is ClC1=CC2=C(N([C@H](CO2)CC(=O)O)C(=O)C=2C=CC3=C(NC(CO3)=O)C2)C=C1 ({(3S)-7-Chloro-4-[(3-oxo-3,4-dihydro-2H-1,4-benzoxazin-6-yl)carbonyl]-3,4-dihydro-2H-1,4-benzoxazin-3-yl}acetic acid). The yield is 1.7%. Reaction SMILES: [Li+].[OH-].[Cl:3][C:4]1[CH:32]=[CH:31][C:7]2[N:8]([C:18]([C:20]3[CH:21]=[CH:22][C:23]4[O:28][CH2:27][C:26](=[O:29])[NH:25][C:24]=4[CH:30]=3)=[O:19])[C@@H:9]([CH2:12][C:13]([O:15]CC)=[O:14])[CH2:10][O:11][C:6]=2[CH:5]=1.CCOC(C)=O>O.C1COCC1>[Cl:3][C:4]1[CH:32]=[CH:31][C:7]2[N:8]([C:18]([C:20]3[CH:21]=[CH:22][C:23]4[O:28][CH2:27][C:26](=[O:29])[NH:25][C:24]=4[CH:30]=3)=[O:19])[C@@H:9]([CH2:12][C:13]([OH:15])=[O:14])[CH2:10][O:11][C:6]=2[CH:5]=1 |f:0.1|. Procedure: LiOH (1.40 g, 58.3 mmol) was dissolved in water (50 mL) and added to (S)-ethyl {7-chloro-4-[(3-oxo-3,4-dihydro-2H-1,4-benzoxazin-6-yl)carbonyl]-3,4-dihydro-2H-1,4-benzoxazin-3-yl}acetate (Intermediate 21a, 5.71 g, 11.7 mmol) in THF (50 mL). The reaction mixture was stirred at rt for 75 min EtOAc (150 mL) was added. Washed with HCl (1 M, 100+50 mL) and brine (50 mL). The organic phase was dried over Na2SO4 and after filtration the solvents were evaporated in vacuo to yield the crude the title com... Reactants: CC(C)(C)OC(=O)N1CCN(c2cccc3c2OC(C)(C)CN3S(=O)(=O)c2ccccc2F)CC1, CCO. Product: CC1(C)CN(S(=O)(=O)c2ccccc2F)c2cccc(N3CCNCC3)c2O1. RXN SMILES: [C:1]([O:2][C:3](=[O:4])[N:8]1[CH2:9][CH2:10][N:11]([c:14]2[cH:15][cH:16][cH:17][c:18]3[c:23]2[O:22][C:21]([CH3:24])([CH3:25])[CH2:20][N:19]3[S:26](=[O:27])(=[O:28])[c:29]2[c:30]([F:35])[cH:31][cH:32][cH:33][cH:34]2)[CH2:12][CH2:13]1)([CH3:5])([CH3:6])[CH3:7].[CH3:36][CH2:37][OH:38]>>[NH:8]1[CH2:9][CH2:10][N:11]([c:14]2[cH:15][cH:16][cH:17][c:18]3[c:23]2[O:22][C:21]([CH3:24])([CH3:25])[CH2:20][N:19]3[S:26](=[O:27])(=[O:28])[c:29]2[c:30]([F:35])[cH:31][cH:32][cH:33][cH:34]2)[CH2:12][CH2:13]1.